Dataset: the Open Reaction Database (ORD), a public repository of structured organic reaction records. Task: describe an organic reaction: reactants, conditions, products, and yield The reactants are solid, N1=CC=CC=C1 (pyridine), C=1(C(=CC=CC1)C)C (xylene). The product is C(CCCCCCCCCCCCCCCCC)N (n-octadecylamine). Isolated yield 686.5%. Reaction SMILES: [N:1]1[CH:6]=[CH:5][CH:4]=[CH:3][CH:2]=1.[C:7]1([CH3:14])[C:8]([CH3:13])=[CH:9][CH:10]=[CH:11][CH:12]=1>>[CH2:6]([NH2:1])[CH2:5][CH2:4][CH2:3][CH2:2][CH2:2][CH2:3][CH2:4][CH2:5][CH2:6][CH2:13][CH2:8][CH2:9][CH2:10][CH2:11][CH2:12][CH2:7][CH3:14]. Procedure details: A mixture of 39.4 g of the solid obtained in Intermediate Preparation Example 12, 26.9 g of n-octadecylamine, 2.3 g of pyridine and 100 g of xylene was stirred at a temperature of 120° C. for 5 hours. After cooling, the reaction mixture was added in 1.0 L of methanol with stirring over 15 minutes, and the mixture was further stirred for one hour as it was. A precipitated solid was collected by filtration and dried in vacuo to obtain 57 g of a pale yellowish white solid. The resulting compound ha... Starting materials: O=C(Nc1ccc(Oc2cc(Cl)ncn2)cc1)Nc1ccc(CN2CCCCC2)c(C(F)(F)F)c1, [N-]=[N+]=[N-], [Na+], CN(C)C=O. Yields the product [N-]=[N+]=Nc1cc(Oc2ccc(NC(=O)Nc3ccc(CN4CCCCC4)c(C(F)(F)F)c3)cc2)ncn1. As a reaction SMILES: [Cl:1][c:2]1[n:3][cH:4][n:5][c:6]([O:8][c:9]2[cH:10][cH:11][c:12]([NH:15][C:16](=[O:17])[NH:18][c:19]3[cH:20][c:21]([C:32]([F:33])([F:34])[F:35])[c:22]([CH2:25][N:26]4[CH2:27][CH2:28][CH2:29][CH2:30][CH2:31]4)[cH:23][cH:24]3)[cH:13][cH:14]2)[cH:7]1.[N-:36]=[N+:37]=[N-:38].[Na+:39].[O:40]=[CH:41][N:42]([CH3:43])[CH3:44]>>[c:2]1([N:36]=[N+:37]=[N-:38])[n:3][cH:4][n:5][c:6]([O:8][c:9]2[cH:10][cH:11][c:12]([NH:15][C:16](=[O:17])[NH:18][c:19]3[cH:20][c:21]([C:32]([F:33])([F:34])[F:35])[c:22]([CH2:25][N:26]4[CH2:27][CH2:28][CH2:29][CH2:30][CH2:31]4)[cH:23][cH:24]3)[cH:13][cH:14]2)[cH:7]1. Reactants: C(C1=CC=CC=C1)(C1=CC=CC=C1)OC(=O)C=1N2C(C(C2SCC1C(C=O)Br)NC(=O)OC(C)(C)C)=O (2-benzhydryloxycarbonyl-3-(1-bromo-2-oxoethyl)-7-t-butoxycarbonylamino-8-oxo-5-thia-1-azabicyclo[4.2.0]oct-2-ene), CN(CCNC(=S)N)C (1-(2-dimethylaminoethyl)-thiourea), C(C)(=O)OCC (ethyl acetate), C([O-])(O)=O.[Na+] (sodium bicarbonate). The solvent is O1CCCC1 (tetrahydrofuran), C(C)#N (acetonitrile), C(Cl)Cl (methylene chloride). Conditions: temperature 25 celsius, time 24 hour. Product: C(C1=CC=CC=C1)(C1=CC=CC=C1)OC(=O)C=1N2C(C(C2SCC1C1=CN=C(S1)NCCN(C)C)NC(=O)OC(C)(C)C)=O (2-benzhydryloxycarbonyl-7-t-butoxycarbonylamino-3-[2-(2-dimethylamino-ethylamino)-thiazol-5-yl ]-8-oxo-5-thia-1-azabicyclo[4.2.0]-oct-2-ene). Yield: 3.2%. Reaction SMILES: [CH3:1][N:2]([CH3:9])[CH2:3][CH2:4][NH:5][C:6]([NH2:8])=[S:7].[CH:10]([O:23][C:24]([C:26]1[N:27]2[CH:30]([S:31][CH2:32][C:33]=1[CH:34](Br)[CH:35]=O)[CH:29]([NH:38][C:39]([O:41][C:42]([CH3:45])([CH3:44])[CH3:43])=[O:40])[C:28]2=[O:46])=[O:25])([C:17]1[CH:22]=[CH:21][CH:20]=[CH:19][CH:18]=1)[C:11]1[CH:16]=[CH:15][CH:14]=[CH:13][CH:12]=1.C(OCC)(=O)C.C(=O)(O)[O-].[Na+]>C(Cl)Cl.O1CCCC1.C(#N)C>[CH:10]([O:23][C:24]([C:26]1[N:27]2[CH:30]([S:31][CH2:32][C:33]=1[C:34]1[S:7][C:6]([NH:5][CH2:4][CH2:3][N:2]([CH3:9])[CH3:1])=[N:8][CH:35]=1)[CH:29]([NH:38][C:39]([O:41][C:42]([CH3:44])([CH3:43])[CH3:45])=[O:40])[C:28]2=[O:46])=[O:25])([C:11]1[CH:12]=[CH:13][CH:14]=[CH:15][CH:16]=1)[C:17]1[CH:22]=[CH:21][CH:20]=[CH:19][CH:18]=1 |f:3.4|. Procedure details: A mixture of 1-(2-dimethylaminoethyl)-thiourea (22 g) in methylene chloride (200 cc) is added to a solution of 2-benzhydryloxycarbonyl-3-(1-bromo-2-oxoethyl)-7-t-butoxycarbonylamino-8-oxo-5-thia-1-azabicyclo[4.2.0]oct-2-ene (88 g) in anhydrous tetrahydrofuran (500 cc). After having been stirred for 24 hours at 25° C., the reaction mixture is poured onto a mixture of ethyl acetate (1.5 liters) and saturated sodium bicarbonate solution (1.5 liters). The organic phase is washed with saturated sodiu... The reactants are N1C=NC2=C1C=CC(=C2)CC(C(=O)N2CCC(CC2)C)N (1-(1H-benzimidazol-5-yl-methyl)-2-(4-methyl-piperidin-1-yl)-2-oxo-ethylamine), C1=CC2=C3C(=C1)OS(=O)(=O)C3=CC=C2 (1,8naphthalene sultone). Reaction conditions: temperature 100 celsius. The product is N1C=NC2=C1C=CC(=C2)CC(C(=O)N2CCC(CC2)C)NS(=O)(=O)C2=CC=CC1=CC=CC(=C21)O (N-[1-(1H-Benzimidazol-5-yl-methyl)-2-(4-methyl-piperidin-1-yl)-2-oxo-ethyl]-8-hydroxy-naphthalene-1-sulphonamide). As a reaction SMILES: [NH:1]1[C:5]2[CH:6]=[CH:7][C:8]([CH2:10][CH:11]([NH2:21])[C:12]([N:14]3[CH2:19][CH2:18][CH:17]([CH3:20])[CH2:16][CH2:15]3)=[O:13])=[CH:9][C:4]=2[N:3]=[CH:2]1.[CH:22]1[CH:27]=[C:26]2[O:28][S:29]([C:32]3=[CH:33][CH:34]=[CH:35][C:24](=[C:25]23)[CH:23]=1)(=[O:31])=[O:30]>>[NH:1]1[C:5]2[CH:6]=[CH:7][C:8]([CH2:10][CH:11]([NH:21][S:29]([C:32]3[C:25]4[C:24](=[CH:23][CH:22]=[CH:27][C:26]=4[OH:28])[CH:35]=[CH:34][CH:33]=3)(=[O:31])=[O:30])[C:12]([N:14]3[CH2:19][CH2:18][CH:17]([CH3:20])[CH2:16][CH2:15]3)=[O:13])=[CH:9][C:4]=2[N:3]=[CH:2]1. Procedure details: Prepared from 1-(1H-benzimidazol-5-yl-methyl)-2-(4-methyl-piperidin-1-yl)-2-oxo-ethylamine and 1,8naphthalene sultone by heating to 100° C. for 30 minutes and subsequently heating to 140° C. for 20 minutes. After cooling, the product obtained is purified over a silica gel column (eluant: ethyl acetate/methanol=9:1). Starting materials: ClC1=C(C=CC(=C1)Cl)C(C(C(C)=O)(C=1C=NC=CC1)O)CC#C (4-(2,4-dichlorophenyl)-3-hydroxy-3-(3-pyridyl)-6-heptyn-2-one), [BH4-].[Na+] (sodium borohydride). The solvent is C(C)O (ethanol). Reaction conditions: time 30 minute. Product: ClC1=C(C=CC(=C1)Cl)C(C(C(C)O)(O)C=1C=NC=CC1)CC#C (4-(2,4-dichlorophenyl)-3-(3-pyridyl)-6-heptyne-2,3-diol). The yield is 97.7%. As a reaction SMILES: [Cl:1][C:2]1[CH:7]=[C:6]([Cl:8])[CH:5]=[CH:4][C:3]=1[CH:9]([CH2:21][C:22]#[CH:23])[C:10]([OH:20])([C:14]1[CH:15]=[N:16][CH:17]=[CH:18][CH:19]=1)[C:11](=[O:13])[CH3:12].[BH4-].[Na+]>C(O)C>[Cl:1][C:2]1[CH:7]=[C:6]([Cl:8])[CH:5]=[CH:4][C:3]=1[CH:9]([CH2:21][C:22]#[CH:23])[C:10]([C:14]1[CH:15]=[N:16][CH:17]=[CH:18][CH:19]=1)([OH:20])[CH:11]([OH:13])[CH3:12] |f:1.2|. Procedure details: A solution of 5.8 g of 4-(2,4-dichlorophenyl)-3-hydroxy-3-(3-pyridyl)-6-heptyn-2-one (see Example 4, 1st end product) in 100 ml of ethanol is treated at room temperature with 0.8 g of sodium borohydride and the mixture is stirred for 30 minutes. Thereafter, the excess sodium borohydride is destroyed by adjusting the yellowish reaction solution to pH 1 with 2N sulphuric acid and the mixture is again neutralized with saturated aqueous sodium bicarbonate solution. The mixture is evaporated under re...